describe an organic reaction: reactants, conditions, products, and yield From a dataset of the Open Reaction Database (ORD), a public repository of structured organic reaction records. Reactants: O=C([O-])O, [Li]CCCC, C1CCOC1, [Na+], O=S(=O)(Cl)c1ccccc1, c1ccc2[nH]ccc2c1. Yields the product O=S(=O)(c1ccccc1)n1ccc2ccccc21. As a reaction SMILES: [C:25](=[O:26])([OH:27])[O-:28].[CH2:10]([Li:11])[CH2:12][CH2:13][CH3:14].[CH2:30]1[O:31][CH2:32][CH2:33][CH2:34]1.[Na+:29].[c:15]1([S:21](=[O:22])(=[O:23])[Cl:24])[cH:16][cH:17][cH:18][cH:19][cH:20]1.[nH:1]1[cH:2][cH:3][c:4]2[cH:5][cH:6][cH:7][cH:8][c:9]12>>[n:1]1([S:21]([c:15]2[cH:16][cH:17][cH:18][cH:19][cH:20]2)(=[O:22])=[O:23])[cH:2][cH:3][c:4]2[cH:5][cH:6][cH:7][cH:8][c:9]12.